Dataset: the Open Reaction Database (ORD), a public repository of structured organic reaction records. Task: describe an organic reaction: reactants, conditions, products, and yield Starting materials: [Na+].[Cl-] (NaCl), OP(=O)([O-])[O-].[K+].[K+] (K2HPO4), [Cl-].[K+] (KCl), Na2HPO4. Product: OP(=O)(O)[O-].OP(=O)([O-])[O-].[Na+].[Na+].[Na+].[Cl-].[Cl-].[K+].[K+] (Phosphate Buffered Saline). As a reaction SMILES: [Na+:1].[Cl-:2].[Cl-].[K+:4].[OH:5][P:6]([O-:9])([O-:8])=[O:7].[K+].[K+]>>[OH:7][P:6]([O-:9])([OH:8])=[O:5].[OH:7][P:6]([O-:9])([O-:8])=[O:5].[Na+:1].[Na+:1].[Na+:1].[Cl-:2].[Cl-:2].[K+:4].[K+:4] |f:0.1,2.3,4.5.6,7.8.9.10.11.12.13.14.15|. Procedure details: 137 mM NaCl, 27 mM KCl, 100 mM Na2HPO4, 2 mM K2HPO4. pH adjusted to 7.4. Starting materials: COC1=C(C=C(C=C1)OC)C1=C(C=C(C=C1)C(=O)OC)C (methyl 2′,5′-dimethoxy-2-methylbiphenyl-4-carboxylate), [OH-].[Na+] (sodium hydroxide). Run in O (water), CCO (EtOH). Run at temperature 60 celsius, time 2 hour. Product: COC1=C(C=C(C=C1)OC)C1=C(C=C(C=C1)C(=O)O)C (2′,5′-dimethoxy-2-methyl biphenyl-4-carboxylic acid). Isolated yield 80.1%. As a reaction SMILES: [CH3:1][O:2][C:3]1[CH:8]=[CH:7][C:6]([O:9][CH3:10])=[CH:5][C:4]=1[C:11]1[CH:16]=[CH:15][C:14]([C:17]([O:19]C)=[O:18])=[CH:13][C:12]=1[CH3:21].[OH-].[Na+]>CCO.O>[CH3:1][O:2][C:3]1[CH:8]=[CH:7][C:6]([O:9][CH3:10])=[CH:5][C:4]=1[C:11]1[CH:16]=[CH:15][C:14]([C:17]([OH:19])=[O:18])=[CH:13][C:12]=1[CH3:21] |f:1.2|. Reported procedure: Methyl 4-bromo-3-methylbenzoate (Intermediate 17, step 1) (4 g; 17.46 mmol; 1 eq.), 2,5-dimethoxyphenylboronic acid (3.50 g; 19.21 mmol; 1.10 eq.), potassium carbonate (12.07 g; 87.31 mmol; 5 eq.), tetrakis(triphenylphosphine)palladium(0) (2.02 g; 1.75 mmol; 0.10 eq.) were taken in Toluene (20 mL) and water (20 mL) under N2 atmosphere. The reaction mixture was degassed with N2 and then refluxed for 24 hours. The reaction mixture was cooled to RT, filtered over a pad of celite and washed with tol... Reactants: S1C(=NC=C1)NC(=S)N1C=NC=C1 (1-[(2-thiazolyl)thiocarbamoyl]imidazole), Cl.COC(C(N)CC1=CC=CC=C1)=O (DL-phenylalanine methyl ester hydrochloride). The solvent is CN(C=O)C (N,N-dimethylformamide). Yields the product COC(C(NC(=S)NC=1SC=CN1)CC1=CC=CC=C1)=O (N-[(2-thiazolylamino)thioxomethyl]-DL-phenylalanine methyl ester). Yield: 50.7%. Reaction SMILES: [S:1]1[CH:5]=[CH:4][N:3]=[C:2]1[NH:6][C:7](N1C=CN=C1)=[S:8].Cl.[CH3:15][O:16][C:17](=[O:27])[CH:18]([CH2:20][C:21]1[CH:26]=[CH:25][CH:24]=[CH:23][CH:22]=1)[NH2:19]>CN(C)C=O>[CH3:15][O:16][C:17](=[O:27])[CH:18]([CH2:20][C:21]1[CH:26]=[CH:25][CH:24]=[CH:23][CH:22]=1)[NH:19][C:7]([NH:6][C:2]1[S:1][CH:5]=[CH:4][N:3]=1)=[S:8] |f:1.2|. Procedure details: A solution of 1-[(2-thiazolyl)thiocarbamoyl]imidazole (4.21 g, 20.0 mmol) and DL-phenylalanine methyl ester hydrochloride (4.31 g, 20.0 mmol) in N,N-dimethylformamide (150 mL) was heated at 90° C. for 3 h. The reaction was cooled to room temperature, solvent removed under reduced pressure, recrystalllized from ether-hexanes to provide 3.26 g (51%) of the titled product: Reactants: CC(=O)O[BH-](OC(C)=O)OC(C)=O, CC(N)c1ccccc1, CC(=O)O, [Na+], [Na+], [Na+], O=C([O-])[O-], COC(=O)C1CN(C(=O)OC(C)(C)C)CCC1=O, c1ccccc1. Product: COC(=O)C1CN(C(=O)OC(C)(C)C)CCC1NC(C)c1ccccc1. RXN SMILES: [C:32]([O:33][BH-:34]([O:35][C:36](=[O:37])[CH3:38])[O:39][C:40](=[O:41])[CH3:42])(=[O:43])[CH3:44].[CH3:19][CH:20]([c:21]1[cH:22][cH:23][cH:24][cH:25][cH:26]1)[NH2:27].[CH3:28][C:29](=[O:30])[OH:31].[Na+:45].[Na+:46].[Na+:47].[O-:48][C:49](=[O:50])[O-:51].[O:1]=[C:2]1[CH:3]([C:15](=[O:16])[O:17][CH3:18])[CH2:4][N:5]([C:8](=[O:9])[O:10][C:11]([CH3:12])([CH3:13])[CH3:14])[CH2:6][CH2:7]1.[cH:52]1[cH:53][cH:54][cH:55][cH:56][cH:57]1>>[CH:2]1([NH:27][CH:20]([CH3:19])[c:21]2[cH:22][cH:23][cH:24][cH:25][cH:26]2)[CH:3]([C:15](=[O:16])[O:17][CH3:18])[CH2:4][N:5]([C:8](=[O:9])[O:10][C:11]([CH3:12])([CH3:13])[CH3:14])[CH2:6][CH2:7]1. The reactants are O=C(O)c1ccc2nccnc2c1, Cc1ccc2cccc(N)c2n1. The reagents and catalysts are C1CCC(CC1)N=C=NC2CCCCC2 (DCC), CCN(CC)CC (TEA), C1CC(=O)N(C1=O)O (N-Hydroxysuccinimide). The solvent is CN(C)C=O (DMF), CN(C)C=O (DMF), CN(C)C=O (DMF), CN(C)C=O (DMF), CN(C)C=O (DMF), CN(C)C=O (DMF). Reaction conditions: temperature 25 celsius, time 2 hour. Yields the product Cc1ccc2cccc(NC(=O)c3ccc4nccnc4c3)c2n1. Yield: 0.1%. Reaction SMILES: Cc1ccc2cccc(N)c2n1.O=C(O)c1ccc2nccnc2c1.C1CCC(CC1)N=C=NC2CCCCC2.C1CC(=O)N(C1=O)O.CCN(CC)CC.CN(C)C=O>>Cc1ccc2cccc(NC(=O)c3ccc4nccnc4c3)c2n1.